This data is from the Open Reaction Database (ORD), a public repository of structured organic reaction records. The task is: describe an organic reaction: reactants, conditions, products, and yield Reactants: C(#N)C(C(=O)N)C1=CC(CCC1)=O (α-cyano-3-oxo-1-cyclohexen-1-acetamide), CN(C=O)C (dimethylformamide), C(OCC)(OCC)OCC (triethyl orthoformate). The solvent is C(C)(=O)OCC (ethyl acetate). Product: O=C1NC=C2C(CCCC2=C1C#N)=O (2,3,5,6,7,8-hexahydro-3,8-dioxo-4-isoquinolinecarbonitrile). RXN SMILES: [C:1]([CH:3]([C:7]1[CH2:12][CH2:11][CH2:10][C:9](=[O:13])[CH:8]=1)[C:4]([NH2:6])=[O:5])#[N:2].[CH3:14]N(C)C=O.C(OCC)(OCC)OCC>C(OCC)(=O)C>[O:5]=[C:4]1[C:3]([C:1]#[N:2])=[C:7]2[C:8]([C:9](=[O:13])[CH2:10][CH2:11][CH2:12]2)=[CH:14][NH:6]1. Reported procedure: 75 parts of α-cyano-3-oxo-1-cyclohexen-1-acetamide in 400 parts by volume of dimethylformamide and 75 parts of triethyl orthoformate are heated on a steam bath for 3 hours to 16 hours. Solvent was then removed in vacuum to give a syrup which is taken up in ethyl acetate. Cooling of this solution gives 2,3,5,6,7,8-hexahydro-3,8-dioxo-4-isoquinolinecarbonitrile which is identical to the product of Example 3.